describe an organic reaction: reactants, conditions, products, and yield From a dataset of the Open Reaction Database (ORD), a public repository of structured organic reaction records. Starting materials: NC=1C=C2C(=C(C=NC2=CC1)C#N)NC1=CC(=CC=C1)Br (6-amino-4-[(3-bromophenyl)amino]-quinoline-3-carbonitrile), C([O-])(O)=O.[Na+] (sodium bicarbonate), COCOCC#CC(=O)O (4-(methoxymethoxy)-but-2-ynoic acid), ClC(=O)OCC(C)C (isobutyl chloroformate), CN1CCOCC1 (N-methylmorpholine). Run in O1CCCC1 (tetrahydrofuran). Run at time 15 minute. Yields the product BrC=1C=C(C=CC1)NC1=C(C=NC2=CC=C(C=C12)NC(C#CCOCOC)=O)C#N (4-methoxymethoxy-but-2-ynoic acid[4-(3-bromo-phenylamino)-3-cyano-quinolin-6-yl]-amide). Isolated yield 48.1%. RXN SMILES: [CH3:1][O:2][CH2:3][O:4][CH2:5][C:6]#[C:7][C:8]([OH:10])=O.ClC(OCC(C)C)=O.CN1CCOCC1.[NH2:26][C:27]1[CH:28]=[C:29]2[C:34](=[CH:35][CH:36]=1)[N:33]=[CH:32][C:31]([C:37]#[N:38])=[C:30]2[NH:39][C:40]1[CH:45]=[CH:44][CH:43]=[C:42]([Br:46])[CH:41]=1.C(=O)(O)[O-].[Na+]>O1CCCC1>[Br:46][C:42]1[CH:41]=[C:40]([NH:39][C:30]2[C:29]3[C:34](=[CH:35][CH:36]=[C:27]([NH:26][C:8](=[O:10])[C:7]#[C:6][CH2:5][O:4][CH2:3][O:2][CH3:1])[CH:28]=3)[N:33]=[CH:32][C:31]=2[C:37]#[N:38])[CH:45]=[CH:44][CH:43]=1 |f:4.5|. Procedure details: To a solution of 0.51 g (3.54 mmol) of 4-(methoxymethoxy)-but-2-ynoic acid and 0.46 g (3.4 mmol) of isobutyl chloroformate in 12 ml of tetrahydrofuran was added at 0° C. with stirring 0.36 g (3.54 mmol) of N-methylmorpholine. After 15 min, 1.0 g (2.95 mmol) of 6-amino-4-[(3-bromophenyl)amino]-quinoline-3-carbonitrile was added. After stirring 3 hr at room temperature, the mixture was poured into a saturated solution of sodium bicarbonate. The mixture was extracted with ethyl acetate and the orga... Starting materials: O=S(=O)(c1ccc(Cl)cc1)N1CCc2n[nH]cc2C1CO, ClCCl, [Na+], O=C([O-])O. Yields the product O=CC1c2c[nH]nc2CCN1S(=O)(=O)c1ccc(Cl)cc1. Reaction SMILES: [Cl:1][c:2]1[cH:3][cH:4][c:5]([S:8](=[O:9])(=[O:10])[N:11]2[CH:12]([CH2:20][OH:21])[c:13]3[c:14]([n:17][nH:18][cH:19]3)[CH2:15][CH2:16]2)[cH:6][cH:7]1.[Cl:27][CH2:28][Cl:29].[Na+:26].[O-:22][C:23]([OH:24])=[O:25]>>[Cl:1][c:2]1[cH:3][cH:4][c:5]([S:8](=[O:9])(=[O:10])[N:11]2[CH:12]([CH:20]=[O:21])[c:13]3[c:14]([n:17][nH:18][cH:19]3)[CH2:15][CH2:16]2)[cH:6][cH:7]1. Reactants: C(C=C)(=O)OC (Methyl acrylate), N1CCC1 (azetidine). Run in C(Cl)Cl (DCM). Conditions: time 16 hour. The product is N1(CCC1)CCC(=O)OC (Methyl 3-(azetidin-1-yl)propanoate). The yield is 66.5%. RXN SMILES: [C:1]([O:5][CH3:6])(=[O:4])[CH:2]=[CH2:3].[NH:7]1[CH2:10][CH2:9][CH2:8]1>C(Cl)Cl>[N:7]1([CH2:3][CH2:2][C:1]([O:5][CH3:6])=[O:4])[CH2:10][CH2:9][CH2:8]1. Reported procedure: Methyl acrylate (2.082 mL, 23.12 mmol) was added to a solution of azetidine (1.2 g, 21.02 mmol) in DCM and the resulting solution stirred at ambient temperature, under an inert atmosphere for 16 h. The reaction mixture was evaporated and the crude product purified by FCC, eluted with 25% EtOAc in DCM, to afford the desired material (2.0 g, 66.5%) as a colourless oil. NMR Spectrum: 1H NMR (400 MHz, CDCl3) δ 1.97-2.1 (2H, m), 2.33 (2H, d), 2.67 (2H, d), 3.18 (4H, t), 3.67 (3H, s). The reactants are O=C1CCC(N2Cc3c(OCc4ccc(CBr)cc4)cccc3C2=O)C(=O)N1, CC#N, CCN(C(C)C)C(C)C, FC(F)(F)C1CCCCN1, CN(C)C=O. The product is O=C1CCC(N2Cc3c(OCc4ccc(CN5CCCCC5C(F)(F)F)cc4)cccc3C2=O)C(=O)N1. RXN SMILES: [Br:1][CH2:2][c:3]1[cH:4][cH:5][c:6]([CH2:7][O:8][c:9]2[c:10]3[c:14]([cH:15][cH:16][cH:17]2)[C:13](=[O:18])[N:12]([CH:19]2[C:20](=[O:26])[NH:21][C:22](=[O:25])[CH2:23][CH2:24]2)[CH2:11]3)[cH:27][cH:28]1.[CH3:48][C:49]#[N:50].[CH:39]([N:40]([CH2:41][CH3:42])[CH:43]([CH3:44])[CH3:45])([CH3:46])[CH3:47].[F:29][C:30]([CH:31]1[NH:32][CH2:33][CH2:34][CH2:35][CH2:36]1)([F:37])[F:38].[O:51]=[CH:52][N:53]([CH3:54])[CH3:55]>>[CH2:2]([c:3]1[cH:4][cH:5][c:6]([CH2:7][O:8][c:9]2[c:10]3[c:14]([cH:15][cH:16][cH:17]2)[C:13](=[O:18])[N:12]([CH:19]2[C:20](=[O:26])[NH:21][C:22](=[O:25])[CH2:23][CH2:24]2)[CH2:11]3)[cH:27][cH:28]1)[N:32]1[CH:31]([C:30]([F:29])([F:37])[F:38])[CH2:36][CH2:35][CH2:34][CH2:33]1. Starting materials: ClC1=CC=C(C(=N1)N(CC)CC1=CN=C(S1)Cl)Cl (6-chloro-N-((2-chlorothiazole-5-yl)methyl)-N-ethyl-3-chloropyridine-2-amine), O1CCCC1 (tetrahydrofuran), C[O-].[Na+] (sodium methoxide). Solvent: CO (methanol). Conditions: time 20 minute. Yields the product COC1=CC=C(C(=N1)N(CC)CC1=CN=C(S1)Cl)Cl (6-methoxy-N-((2-chlorothiazole-5-yl)methyl)-N-ethyl-3-chloropyridin-2-amine). Reaction SMILES: Cl[C:2]1[N:7]=[C:6]([N:8]([CH2:11][C:12]2[S:16][C:15]([Cl:17])=[N:14][CH:13]=2)[CH2:9][CH3:10])[C:5]([Cl:18])=[CH:4][CH:3]=1.[O:19]1CCC[CH2:20]1.C[O-].[Na+]>CO>[CH3:20][O:19][C:2]1[N:7]=[C:6]([N:8]([CH2:11][C:12]2[S:16][C:15]([Cl:17])=[N:14][CH:13]=2)[CH2:9][CH3:10])[C:5]([Cl:18])=[CH:4][CH:3]=1 |f:2.3|. Procedure details: 1.5 g of 6-chloro-N-((2-chlorothiazole-5-yl)methyl)-N-ethyl-3-chloropyridine-2-amine, prepared according to the example 11, and 20 mL of tetrahydrofuran were added in a 150 mL single neck flask equipped with a magnetic stirrer, after stirred at room temperature for 10 to 30 minutes, 0.25 g of sodium methoxide in 2.0 mL of methanol were added dropwise. The reaction mixture was stirred at the same temperature overnight, and then extracted with ethyl acetate, the organic layer was separated while t... Reactants: ClC1=CC=C(C=C1)C#CC(C)N1C(C2=CC=CC=C2C1=O)=O (2-[3-(4-chloro-phenyl)-1-methyl-prop-2-ynyl]-isoindole-1,3-dione), CO (methanol), NN (hydrazine). Solvent: ClCCl (dichloromethane). Conditions: time 1 hour. The product is ClC1=CC=C(C=C1)C#CC(C)N (3-(4-chloro-phenyl)-1-methyl-prop-2-ynylamine). Yield: 63.3%. RXN SMILES: [Cl:1][C:2]1[CH:7]=[CH:6][C:5]([C:8]#[C:9][CH:10]([N:12]2C(=O)C3C(=CC=CC=3)C2=O)[CH3:11])=[CH:4][CH:3]=1.CO.NN>ClCCl>[Cl:1][C:2]1[CH:3]=[CH:4][C:5]([C:8]#[C:9][CH:10]([NH2:12])[CH3:11])=[CH:6][CH:7]=1. Procedure: To a solution of 2-[3-(4-chloro-phenyl)-1-methyl-prop-2-ynyl]-isoindole-1,3-dione (4.1 g, 13.2 mmol) in 20 mL of dichloromethane was added 30 mL of methanol followed by hydrazine (4.2 mL, 133 mmol, 10 eq.). The mixture was stirred for 1 hr, filtered, concentrated and chromatographed with 3% methanol-dichloromethane to provide 1.5 g of 3-(4-chloro-phenyl)-1-methyl-prop-2-ynylamine. As a reaction SMILES: Cl[C:2]1[C:7]([C:8]#[N:9])=[C:6]([Cl:10])[N:5]=[C:4]([NH:11][CH3:12])[N:3]=1.Cl[C:14]1N=C(Cl)C(C#N)=C(NC)[N:15]=1.CN>>[Cl:10][C:6]1[C:7]([C:8]#[N:9])=[C:2]([NH:15][CH3:14])[N:3]=[C:4]([NH:11][CH3:12])[N:5]=1. Product: ClC1=NC(=NC(=C1C#N)NC)NC (4-chloro-2,6-bis(methylamino)-5-pyrimidinecarbonitrile). Starting materials: ClC1=NC(=NC(=C1C#N)Cl)NC (4,6-dichloro-2-methylamino-5-pyrimidinecarbonitrile), ClC1=NC(=NC(=C1C#N)Cl)NC (4,6-dichloro-2-methylamino-5-pyrimidinecarbonitrile), ClC1=NC(=C(C(=N1)Cl)C#N)NC (2,4-dichloro-6-methylamino-5-pyrimidinecarbonitrile), CN (methylamine). Reported procedure: The crude reaction product of Example IX, approximately 19% 4,6-dichloro-2-methylamino-5-pyrimidinecarbonitrile and 72% 2,4-dichloro-6-methylamino-5-pyrimidinecarbonitrile, was treated with aqueous 40% methylamine in the manner of Example V, to give 4-chloro-2,6-bis(methylamino)-5-pyrimidinecarbonitrile; mp, 281°-284° C. Starting materials: CN(C)c1ccc(Br)cc1, [Li]CCCC, CCCCCC, CCOCC. The product is [Li]c1ccc(N(C)C)cc1. RXN SMILES: [Br:1][c:2]1[cH:3][cH:4][c:5]([N:6]([CH3:7])[CH3:8])[cH:9][cH:10]1.[CH2:11]([CH2:12][CH2:13][CH3:14])[Li:15].[CH3:16][CH2:17][CH2:18][CH2:19][CH2:20][CH3:21].[CH3:22][CH2:23][O:24][CH2:25][CH3:26]>>[c:2]1([Li:15])[cH:3][cH:4][c:5]([N:6]([CH3:7])[CH3:8])[cH:9][cH:10]1. Starting materials: CS(=O)(=O)OC(CCC(C1=CC=C(C=C1)Br)OS(=O)(=O)C)C1=CC=C(C=C1)Br (1,4-bis(4-bromophenyl)butane-1,4-diyl dimethanesulfonate), IC1=CC=C(N)C=C1 (4-iodoaniline), CCOC(=O)C (EtOAc). Solvent: CN(C)C=O (DMF). Run at temperature 45 celsius. Product: BrC1=CC=C(C=C1)C1N(C(CC1)C1=CC=C(C=C1)Br)C1=CC=C(C=C1)I (2,5-bis(4-bromophenyl)-1-(4-iodophenyl)pyrrolidine). As a reaction SMILES: CS(O[CH:6]([C:22]1[CH:27]=[CH:26][C:25]([Br:28])=[CH:24][CH:23]=1)[CH2:7][CH2:8][CH:9](OS(C)(=O)=O)[C:10]1[CH:15]=[CH:14][C:13]([Br:16])=[CH:12][CH:11]=1)(=O)=O.[I:29][C:30]1[CH:36]=[CH:35][C:33]([NH2:34])=[CH:32][CH:31]=1.CCOC(C)=O>CN(C=O)C>[Br:16][C:13]1[CH:14]=[CH:15][C:10]([CH:9]2[CH2:8][CH2:7][CH:6]([C:22]3[CH:27]=[CH:26][C:25]([Br:28])=[CH:24][CH:23]=3)[N:34]2[C:33]2[CH:35]=[CH:36][C:30]([I:29])=[CH:31][CH:32]=2)=[CH:11][CH:12]=1. Procedure: The product from Example 42B (1.39 g, 2.499 mmol) in DMF (6.25 mL) was treated with 4-iodoaniline (Aldrich, 4.38 g, 19.99 mmol), heated at 40-50° C. for two hours, cooled and diluted into EtOAc. The EtOAc layer was washed 3×50 mL with 1 M HCl, with water, brine, dried (Na2SO4), filtered and concentrated. Purification by flash chromatography on an ISCO 40 g silica cartridge eluting with 0-20% EtOAc in hexane afforded the title compound as a tan foam as a mixture of stereoisomers (0.96 g, 66%). MS...